This data is from the Open Reaction Database (ORD), a public repository of structured organic reaction records. The task is: describe an organic reaction: reactants, conditions, products, and yield Starting materials: BrCC(C(=O)OCC)=O (ethyl bromopyruvate), N1=CC=CC=C1 (pyridine), ClC1=NC(=CC(=C1)C(N)=S)Cl (2,6-Dichloropyridine-4-thiocarboxamide). The solvent is O1CCOCC1 (1,4-dioxane). The product is ClC1=NC(=CC(=C1)C=1SC=C(N1)C(=O)OCC)Cl (Ethyl 2-(2,6-dichloro-4-pyridyl)thiazole-4-carboxylate). As a reaction SMILES: [Cl:1][C:2]1[CH:7]=[C:6]([C:8](=[S:10])[NH2:9])[CH:5]=[C:4]([Cl:11])[N:3]=1.Br[CH2:13][C:14](=O)[C:15]([O:17][CH2:18][CH3:19])=[O:16].N1C=CC=CC=1>O1CCOCC1>[Cl:1][C:2]1[CH:7]=[C:6]([C:8]2[S:10][CH:13]=[C:14]([C:15]([O:17][CH2:18][CH3:19])=[O:16])[N:9]=2)[CH:5]=[C:4]([Cl:11])[N:3]=1. Procedure details: 2,6-Dichloropyridine-4-thiocarboxamide (1.0 g, 4.83 mmol) was dissolved in dry 1,4-dioxane followed by adding ethyl bromopyruvate (0.9 mL, 7.24 mmol) and pyridine (0.4 mL, 4.83 mmol). The resulting mixture was heated to reflux under N2 for 5 h. After cooling to RT, solvent was removed. The residue was extracted with CHCl3. The organic layer was washed with H2O and brine, dried over MgSO4, and concentrated to give a brownish solid. This crude was purified by chromatography on silica gel. Elution ... Starting materials: NC1=C(C=C(C=O)C=C1C(F)(F)F)Cl (4-amino-3-chloro-5-trifluoromethyl-benzaldehyde), C(C)(=O)NCC(=O)O (N-acetylglycine), C(C)(=O)[O-].[Na+] (sodium acetate), C(C)(=O)OC(C)=O (acetic anhydride). Run in C1(=CC=CC=C1)C (toluene), O (water), O (water). Reaction conditions: temperature 128 celsius, time 2 hour. Yields the product C(C)(=O)N\C(\C(=O)O)=C\C1=CC(=C(C(=C1)C(F)(F)F)N)Cl ((E)-2-acetylamino-3-(4-amino-3-chloro-5-trifluoromethyl-phenyl)-acrylic Acid). RXN SMILES: [NH2:1][C:2]1[C:9]([C:10]([F:13])([F:12])[F:11])=[CH:8][C:5]([CH:6]=O)=[CH:4][C:3]=1[Cl:14].[C:15]([NH:18][CH2:19][C:20]([OH:22])=[O:21])(=[O:17])[CH3:16].C([O-])(=O)C.[Na+].C(OC(=O)C)(=O)C>C1(C)C=CC=CC=1.O>[C:15]([NH:18]/[C:19](=[CH:6]/[C:5]1[CH:8]=[C:9]([C:10]([F:13])([F:12])[F:11])[C:2]([NH2:1])=[C:3]([Cl:14])[CH:4]=1)/[C:20]([OH:22])=[O:21])(=[O:17])[CH3:16] |f:2.3|. Procedure details: A mixture of 50.0 g (224 mmol) 4-amino-3-chloro-5-trifluoromethyl-benzaldehyde, 39.3 g (335 mmol) N-acetylglycine, 27.5 g (335 mmol) sodium acetate and 200 ml acetic anhydride was stirred for 2 hours in an oil bath at an oil bath temperature of 128° C. After cooling to an oil bath temperature of 90° C. 100 ml of water were added dropwise and the resulting suspension was added to a mixture of 1000 ml of water and 500 ml of toluene. The precipitate formed was suction filtered, washed with 300 ml o...